From a dataset of the Open Reaction Database (ORD), a public repository of structured organic reaction records. describe an organic reaction: reactants, conditions, products, and yield Starting materials: C1(=CC=CC=C1)O (phenol), ClC1=NC=2C=CC=CC2C2=C1N=CN2 (4-chloro-1H-imidazo[4,5-c]quinoline), Formula XVI. The product is O(C1=CC=CC=C1)C1=NC=2C=CC=CC2C2=C1N=CN2 (4-phenoxy-1H-imidazo[4,5-c]quinoline), Formula XVII. As a reaction SMILES: Cl[C:2]1[C:11]2[N:12]=[CH:13][NH:14][C:10]=2[C:9]2[CH:8]=[CH:7][CH:6]=[CH:5][C:4]=2[N:3]=1.[C:15]1([OH:21])[CH:20]=[CH:19][CH:18]=[CH:17][CH:16]=1>>[O:21]([C:2]1[C:11]2[N:12]=[CH:13][NH:14][C:10]=2[C:9]2[CH:8]=[CH:7][CH:6]=[CH:5][C:4]=2[N:3]=1)[C:15]1[CH:20]=[CH:19][CH:18]=[CH:17][CH:16]=1. Procedure details: In step (4) of Reaction Scheme II a 4-chloro-1H-imidazo[4,5-c]quinoline of Formula XVI is reacted with phenol to provide a 4-phenoxy-1H-imidazo[4,5-c]quinoline of Formula XVII. The phenol is reacted with sodium hydride in a suitable solvent such as diglyme to form a phenoxide. The phenoxide is then reacted at an elevated temperature with a compound of Formula XVI. Starting materials: C1(=CC=CC=C1)C(C(=O)Cl)C1=CC=CC=C1 (diphenyl acetyl chloride), NCCCN1CCC(CC1)C=1C=C(C=CC1OC)NC(C(C)C)=O (N-{3-[1-(3-aminopropyl)-4-piperidinyl]-4-methoxyphenyl}-2-methylpropanamide). Product: C1(=CC=CC=C1)C(C(=O)NCCCN1CCC(CC1)C=1C=C(C=CC1OC)NC(C(C)C)=O)C1=CC=CC=C1 (N-[3-(1-{3-[(DIPHENYLACETYL)AMINO]PROPYL}-4-PIPERIDINYL)-4-METHOXY PHENYL]-2-METHYLPROPANAMIDE). Reaction SMILES: [C:1]1([CH:7]([C:11]2[CH:16]=[CH:15][CH:14]=[CH:13][CH:12]=2)[C:8](Cl)=[O:9])[CH:6]=[CH:5][CH:4]=[CH:3][CH:2]=1.[NH2:17][CH2:18][CH2:19][CH2:20][N:21]1[CH2:26][CH2:25][CH:24]([C:27]2[CH:28]=[C:29]([NH:35][C:36](=[O:40])[CH:37]([CH3:39])[CH3:38])[CH:30]=[CH:31][C:32]=2[O:33][CH3:34])[CH2:23][CH2:22]1>>[C:1]1([CH:7]([C:11]2[CH:16]=[CH:15][CH:14]=[CH:13][CH:12]=2)[C:8]([NH:17][CH2:18][CH2:19][CH2:20][N:21]2[CH2:26][CH2:25][CH:24]([C:27]3[CH:28]=[C:29]([NH:35][C:36](=[O:40])[CH:37]([CH3:38])[CH3:39])[CH:30]=[CH:31][C:32]=3[O:33][CH3:34])[CH2:23][CH2:22]2)=[O:9])[CH:6]=[CH:5][CH:4]=[CH:3][CH:2]=1. Procedure: Example 20 was prepared from diphenyl acetyl chloride and N-{3-[1-(3-aminopropyl)-4-piperidinyl]-4-methoxyphenyl}-2-methylpropanamide according to the procedures described in Scheme 8: ESMS m/e: 528.3 (M+H)+. Starting materials: N1CCNCCC1 (hexahydro-1H-1,4-diazepine), FC1=CC=C(C=C1)[N+](=O)[O-] (1-fluoro-4-nitro-benzene). Yields the product [N+](=O)([O-])C1=CC=C(C=C1)N1CCNCCC1 (hexahydro-1-(4-nitrophenyl)-1H-1,4-diazepine). The solvent is C(Cl)Cl (DCM). The yield is 82.7%. Reaction SMILES: [NH:1]1[CH2:7][CH2:6][CH2:5][NH:4][CH2:3][CH2:2]1.F[C:9]1[CH:14]=[CH:13][C:12]([N+:15]([O-:17])=[O:16])=[CH:11][CH:10]=1>C(Cl)Cl>[N+:15]([C:12]1[CH:13]=[CH:14][C:9]([N:1]2[CH2:7][CH2:6][CH2:5][NH:4][CH2:3][CH2:2]2)=[CH:10][CH:11]=1)([O-:17])=[O:16]. Procedure: A solution of hexahydro-1H-1,4-diazepine (0.20 mol) and 1-fluoro-4-nitro-benzene (0.10 mol) in DCM (300 ml) was stirred at room temperature for 24 hours under nitrogen atmosphere. Yellow crystals precipitated. The precipitate was collected on filter, washed with ether and dried. The residue (21.1 g, 87%) was taken up in water and treated with a 3 N NaOH solution. This mixture was extracted with DCM (3×500 ml), dried (Na2SO4), filtered, and the solvent was removed under reduced pressure and dried... The reactants are product, [F-].[K+] (KF), C(F)(F)(F)C(F)OC(F)(F)C(F)(C(F)(F)F)OC(F)(F)C(F)(F)C(F)(F)F (CF3CFHOCF2CF(CF3)OCF2CF2CF3). Reaction conditions: temperature 120 celsius. Yields the product C(F)(F)(F)C(=O)C(=O)F (CF3COCOF). As a reaction SMILES: [F-].[K+].C(C([O:9][C:10]([C:13]([O:19]C(C(C(F)(F)F)(F)F)(F)F)([C:15]([F:18])([F:17])[F:16])F)(F)[F:11])F)(F)(F)F>>[C:15]([C:13]([C:10]([F:11])=[O:9])=[O:19])([F:18])([F:17])[F:16] |f:0.1|. Reported procedure: The formed product obtained in Example 2-2 (42.0 g) was charged into a 200 cc autoclave together with KF powder (0.5 g) and CF3CFHOCF2CF(CF3)OCF2CF2CF3 and heated in a sealed state at from 80 to 120° C. for 13 hours and 120° C. for 14 hours in an oil bath, while vigorously stirring. At the outlet of the autoclave, a pressure resistant container cooled to −78° C. was installed, and when the internal pressure of the reactor became at least 0.28 MPa, the gas in the reactor was liquefied and recover...